Task: describe an organic reaction: reactants, conditions, products, and yield. Dataset: the Open Reaction Database (ORD), a public repository of structured organic reaction records Reactants: C1CCOC1, CCCCC, CI, CN(C)S(=O)(=O)n1cc(C(O)c2ccnc3ccccc23)nc1[Si](C)(C)C(C)(C)C, [H-], [Na+]. Product: COC(c1cn(S(=O)(=O)N(C)C)c([Si](C)(C)C(C)(C)C)n1)c1ccnc2ccccc12. Reaction SMILES: [CH2:40]1[O:41][CH2:42][CH2:43][CH2:44]1.[CH3:1][CH2:2][CH2:3][CH2:4][CH3:5].[CH3:38][I:39].[CH3:8][N:9]([S:10](=[O:11])(=[O:12])[n:13]1[c:14]([Si:30]([CH3:31])([CH3:32])[C:33]([CH3:34])([CH3:35])[CH3:36])[n:15][c:16]([CH:18]([c:19]2[cH:20][cH:21][n:22][c:23]3[cH:24][cH:25][cH:26][cH:27][c:28]23)[OH:29])[cH:17]1)[CH3:37].[H-:6].[Na+:7]>>[CH3:1][O:29][CH:18]([c:16]1[n:15][c:14]([Si:30]([CH3:31])([CH3:32])[C:33]([CH3:34])([CH3:35])[CH3:36])[n:13]([S:10]([N:9]([CH3:8])[CH3:37])(=[O:11])=[O:12])[cH:17]1)[c:19]1[cH:20][cH:21][n:22][c:23]2[cH:24][cH:25][cH:26][cH:27][c:28]12. Starting materials: OO (hydrogen peroxide), NC1=NC=C(C(=C1Br)C)Br (2-amino-3,5-dibromo-4-methylpyridine), 505, [OH-].[Na+] (NaOH), O (water). Run in S(O)(O)(=O)=O (sulfuric acid), S(O)(O)(=O)=O (sulfuric acid). Run at temperature 10 celsius. Yields the product [N+](=O)([O-])C1=NC=C(C(=C1Br)C)Br (2-Nitro-3,5-dibromo-4-methylpyridine). Isolated yield 33.0%. RXN SMILES: [NH2:1][C:2]1[C:7]([Br:8])=[C:6]([CH3:9])[C:5]([Br:10])=[CH:4][N:3]=1.OO.[OH2:13].[OH-:14].[Na+]>S(=O)(=O)(O)O>[N+:1]([C:2]1[C:7]([Br:8])=[C:6]([CH3:9])[C:5]([Br:10])=[CH:4][N:3]=1)([O-:14])=[O:13] |f:3.4|. Reported procedure: 2-amino-3,5-dibromo-4-methylpyridine (8 g, 30.0 mmol) was cooled to 10° C., followed by the addition of concentrated sulfuric acid(10 ml). The mixture was stirred, maintaining the temperature at 10° C. for 2 hrs, with the addition of a mixture of 30% hydrogen peroxide in 30% fuming sulfuric acid(25 ml/50 ml). The mixture was allowed to warm to room temperature and stirred for an additional 48 hrs. The reaction was then added to 300 ml of water with cooling and made very slightly basic with dropw... The reactants are CC1(C)OB(c2ccc(Cl)c(OCc3ccccc3)c2)OC1(C)C, COCCOC, CCO, COC(=O)c1c[nH]c(=O)c(I)c1, [Na+], O=C([O-])O, c1ccc(P(c2ccccc2)(c2ccccc2)[Pd](P(c2ccccc2)(c2ccccc2)c2ccccc2)(P(c2ccccc2)(c2ccccc2)c2ccccc2)P(c2ccccc2)(c2ccccc2)c2ccccc2)cc1. The product is COC(=O)c1c[nH]c(=O)c(-c2ccc(Cl)c(OCc3ccccc3)c2)c1. RXN SMILES: [CH2:13]([c:14]1[cH:15][cH:16][cH:17][cH:18][cH:19]1)[O:20][c:21]1[cH:22][c:23]([B:28]2[O:29][C:30]([CH3:31])([CH3:32])[C:33]([CH3:34])([CH3:35])[O:36]2)[cH:24][cH:25][c:26]1[Cl:27].[CH2:45]([CH2:46][O:47][CH3:48])[O:49][CH3:50].[CH3:37][CH2:38][OH:39].[I:1][c:2]1[cH:3][c:4]([C:9](=[O:10])[O:11][CH3:12])[cH:5][nH:6][c:7]1=[O:8].[Na+:44].[O-:40][C:41]([OH:42])=[O:43].[cH:51]1[cH:52][cH:53][c:54]([P:55]([Pd:56]([P:57]([c:58]2[cH:59][cH:60][cH:61][cH:62][cH:63]2)([c:64]2[cH:65][cH:66][cH:67][cH:68][cH:69]2)[c:70]2[cH:71][cH:72][cH:73][cH:74][cH:75]2)([P:76]([c:77]2[cH:78][cH:79][cH:80][cH:81][cH:82]2)([c:83]2[cH:84][cH:85][cH:86][cH:87][cH:88]2)[c:89]2[cH:90][cH:91][cH:92][cH:93][cH:94]2)[P:95]([c:96]2[cH:97][cH:98][cH:99][cH:100][cH:101]2)([c:102]2[cH:103][cH:104][cH:105][cH:106][cH:107]2)[c:108]2[cH:109][cH:110][cH:111][cH:112][cH:113]2)([c:114]2[cH:115][cH:116][cH:117][cH:118][cH:119]2)[c:120]2[cH:121][cH:122][cH:123][cH:124][cH:125]2)[cH:126][cH:127]1>>[c:2]1(-[c:23]2[cH:22][c:21]([O:20][CH2:13][c:14]3[cH:15][cH:16][cH:17][cH:18][cH:19]3)[c:26]([Cl:27])[cH:25][cH:24]2)[cH:3][c:4]([C:9](=[O:10])[O:11][CH3:12])[cH:5][nH:6][c:7]1=[O:8]. Starting materials: CN(/C=C/C(=O)C1=NN(C=CC1=O)C1=CC(=CC=C1)S(=O)(=O)C)C (3-((E)-3-dimethylamino-acryloyl)-1-(3-methansulfonyl-phenyl)-1H-pyridazin-4-one), FC=1C=C(C=CC1)NN ((3-fluoro-phenyl)-hydrazine). Yields the product FC=1C=C(C=CC1)N1N=CC=C1C1=NN(C=CC1=O)C1=CC(=CC=C1)S(=O)(=O)C (3-[2-(3-Fluoro-phenyl)-2H-pyrazol-3-yl]-1-(3-methanesulfonyl-phenyl)-1H-pyridazin-4-one). RXN SMILES: C[N:2](C)/[CH:3]=[CH:4]/[C:5]([C:7]1[C:12](=[O:13])[CH:11]=[CH:10][N:9]([C:14]2[CH:19]=[CH:18][CH:17]=[C:16]([S:20]([CH3:23])(=[O:22])=[O:21])[CH:15]=2)[N:8]=1)=O.[F:25][C:26]1[CH:27]=[C:28]([NH:32]N)[CH:29]=[CH:30][CH:31]=1>>[F:25][C:26]1[CH:27]=[C:28]([N:32]2[C:5]([C:7]3[C:12](=[O:13])[CH:11]=[CH:10][N:9]([C:14]4[CH:19]=[CH:18][CH:17]=[C:16]([S:20]([CH3:23])(=[O:22])=[O:21])[CH:15]=4)[N:8]=3)=[CH:4][CH:3]=[N:2]2)[CH:29]=[CH:30][CH:31]=1. Procedure: Reaction of 3-((E)-3-dimethylamino-acryloyl)-1-(3-methansulfonyl-phenyl)-1H-pyridazin-4-one (A-7) and (3-fluoro-phenyl)-hydrazine according to example 43 gave the desired product. MS: M=410.6 (M+H)+